Dataset: the Open Reaction Database (ORD), a public repository of structured organic reaction records. Task: describe an organic reaction: reactants, conditions, products, and yield Starting materials: C(C)(=O)OCC.CO (ethyl acetate methanol), ClC1=CC=C(C=C1)C(CCN(CCCCCCCN)C)C1=NC=CC=C1 (N-[3-(4-chlorophenyl)-3-(2-pyridyl)propyl]-N-methyl-1,7-heptanediamine), CSC(=C[N+](=O)[O-])NCCCOC1=CC(=CC=C1)CN1CCCCC1 (1-methylthio-1-[3-[3-(piperidinomethyl)phenoxy]propyl]amino-2-nitro-ethene). The solvent is C(C)#N (acetonitrile). The product is ClC1=CC=C(C=C1)C(CCN(C)CCCCCCCNC(=C[N+](=O)[O-])NCCCOC1=CC(=CC=C1)CN1CCCCC1)C1=NC=CC=C1 (N-[7-[N-[3-(4-chlorophenyl)-3-(2-pyridyl)propyl]-N-methylamino]heptyl]-N'-[3-[3-(piperidinomethyl)phenoxy]propyl]-2-nitro-1,1-ethenediamine), N (ammonia). RXN SMILES: [Cl:1][C:2]1[CH:7]=[CH:6][C:5]([CH:8]([C:21]2[CH:26]=[CH:25][CH:24]=[CH:23][N:22]=2)[CH2:9][CH2:10][N:11]([CH3:20])[CH2:12][CH2:13][CH2:14][CH2:15][CH2:16][CH2:17][CH2:18][NH2:19])=[CH:4][CH:3]=1.CS[C:29]([NH:34][CH2:35][CH2:36][CH2:37][O:38][C:39]1[CH:44]=[CH:43][CH:42]=[C:41]([CH2:45][N:46]2[CH2:51][CH2:50][CH2:49][CH2:48][CH2:47]2)[CH:40]=1)=[CH:30][N+:31]([O-:33])=[O:32].C(OCC)(=O)C.CO>C(#N)C>[Cl:1][C:2]1[CH:7]=[CH:6][C:5]([CH:8]([C:21]2[CH:26]=[CH:25][CH:24]=[CH:23][N:22]=2)[CH2:9][CH2:10][N:11]([CH2:12][CH2:13][CH2:14][CH2:15][CH2:16][CH2:17][CH2:18][NH:19][C:29]([NH:34][CH2:35][CH2:36][CH2:37][O:38][C:39]2[CH:44]=[CH:43][CH:42]=[C:41]([CH2:45][N:46]3[CH2:51][CH2:50][CH2:49][CH2:48][CH2:47]3)[CH:40]=2)=[CH:30][N+:31]([O-:33])=[O:32])[CH3:20])=[CH:4][CH:3]=1.[NH3:11] |f:2.3|. Reported procedure: A mixture of 0.73 g (1.9 mmol) of N-[3-(4-chlorophenyl)-3-(2-pyridyl)propyl]-N-methyl-1,7-heptanediamine and an equimolar amount of 1-methylthio-1-[3-[3-(piperidinomethyl)phenoxy]propyl]amino-2-nitro-ethene is heated under reflux for 12 hours in 20 ml of acetonitrile. The batch is then freed of solvent and the title compound is isolated in the form of a viscous oil by means of preparative thick-layer chromatography (eluant: ethyl acetate/methanol 9+1, ammonia atmosphere); MS (+FAB method): m/z (... Starting materials: CN(C1CCNCC1)S(=O)(=O)c1ccccc1[N+](=O)[O-], O=C(NC(Cc1ccc(F)cc1)C(=O)O)c1cc2cc(Cl)ncc2[nH]1, Cl. Yields the product CN(C1CCN(C(=O)C(Cc2ccc(F)cc2)NC(=O)c2cc3cc(Cl)ncc3[nH]2)CC1)S(=O)(=O)c1ccccc1[N+](=O)[O-]. As a reaction SMILES: [CH3:27][N:28]([S:29](=[O:30])(=[O:31])[c:32]1[c:33]([N+:38](=[O:39])[O-:40])[cH:34][cH:35][cH:36][cH:37]1)[CH:41]1[CH2:42][CH2:43][NH:44][CH2:45][CH2:46]1.[Cl:1][c:2]1[cH:3][c:4]2[c:5]([cH:6][n:7]1)[nH:8][c:9]([C:11](=[O:12])[NH:13][CH:14]([C:15](=[O:16])[OH:17])[CH2:18][c:19]1[cH:20][cH:21][c:22]([F:25])[cH:23][cH:24]1)[cH:10]2.[ClH:26]>>[Cl:1][c:2]1[cH:3][c:4]2[c:5]([cH:6][n:7]1)[nH:8][c:9]([C:11](=[O:12])[NH:13][CH:14]([C:15](=[O:16])[N:44]1[CH2:43][CH2:42][CH:41]([N:28]([CH3:27])[S:29](=[O:30])(=[O:31])[c:32]3[c:33]([N+:38](=[O:39])[O-:40])[cH:34][cH:35][cH:36][cH:37]3)[CH2:46][CH2:45]1)[CH2:18][c:19]1[cH:20][cH:21][c:22]([F:25])[cH:23][cH:24]1)[cH:10]2. The reactants are CC(C)(C)NC(=O)C(Cc1ccc([N+](=O)[O-])cc1)NC(=O)OC(C)(C)C, ClCCl, O=C(O)C(F)(F)F. Yields the product CC(C)(C)NC(=O)C(N)Cc1ccc([N+](=O)[O-])cc1. As a reaction SMILES: [C:1]([O:2][C:3](=[O:4])[NH:7][CH:8]([CH2:9][c:10]1[cH:11][cH:12][c:13]([N+:16](=[O:17])[O-:18])[cH:14][cH:15]1)[C:19]([NH:20][C:21]([CH3:22])([CH3:23])[CH3:24])=[O:25])([CH3:5])([CH3:6])[CH3:26].[Cl:34][CH2:35][Cl:36].[F:27][C:28]([F:29])([F:30])[C:31]([OH:32])=[O:33]>>[NH2:7][CH:8]([CH2:9][c:10]1[cH:11][cH:12][c:13]([N+:16](=[O:17])[O-:18])[cH:14][cH:15]1)[C:19]([NH:20][C:21]([CH3:22])([CH3:23])[CH3:24])=[O:25]. Reagents/catalysts: C(C)(=O)O (acetic acid). As a reaction SMILES: [CH3:1][C:2]1([CH3:15])[NH:7][CH2:6][CH2:5][N:4]([C:8]([O:10][C:11]([CH3:14])([CH3:13])[CH3:12])=[O:9])[CH2:3]1.[C:16]1(=O)[CH2:19][CH2:18][CH2:17]1.C(O[BH-](OC(=O)C)OC(=O)C)(=O)C.[Na+]>ClCCCl.C(O)(=O)C>[CH:16]1([N:7]2[CH2:6][CH2:5][N:4]([C:8]([O:10][C:11]([CH3:14])([CH3:13])[CH3:12])=[O:9])[CH2:3][C:2]2([CH3:15])[CH3:1])[CH2:19][CH2:18][CH2:17]1 |f:2.3|. Yields the product C1(CCC1)N1C(CN(CC1)C(=O)OC(C)(C)C)(C)C (tert-butyl 4-cyclobutyl-3,3-dimethylpiperazine-1-carboxylate). Procedure details: Tert-butyl 3,3-dimethylpiperazine-1-carboxylate (413 mg, 1.65 mmol) was dissolved in DCE (15 mL). TEA (1.148 mL, 8.23 mmol) was added, followed by cyclobutanone (231 mg, 3.29 mmol) and sodium triacetoxyborohydride (524 mg, 2.47 mmol). The reaction mixture was stirred for 5 h and a few drops of acetic acid were added. The reaction mixture was heated at 40° C. for 4 days, cooled to rt, washed with sat NaHCO3, dried over MgSO4, filtered and concentrated under reduced pressure to give a dark yellow ... Reactants: TEA, C(C)(=O)O[BH-](OC(C)=O)OC(C)=O.[Na+] (sodium triacetoxyborohydride), CC1(CN(CCN1)C(=O)OC(C)(C)C)C (Tert-butyl 3,3-dimethylpiperazine-1-carboxylate), C1(CCC1)=O (cyclobutanone). Run at temperature 40 celsius, time 5 hour. The solvent is ClCCCl (DCE).